describe an organic reaction: reactants, conditions, products, and yield From a dataset of the Open Reaction Database (ORD), a public repository of structured organic reaction records. RXN SMILES: [Br-:14].[Br:1][c:2]1[c:3]([O:11][CH3:12])[c:4]([CH2:9][OH:10])[cH:5][c:6]([Cl:8])[cH:7]1.[C:26](=[O:27])([OH:28])[O-:29].[CH3:15][C:16]1([CH3:25])[N:17]([O:18])[C:19]([CH3:20])([CH3:21])[CH2:22][CH2:23][CH2:24]1.[Cl:31][CH2:32][Cl:33].[K+:13].[Na+:30].[OH2:34]>>[Br:1][c:2]1[c:3]([O:11][CH3:12])[c:4]([CH:9]=[O:10])[cH:5][c:6]([Cl:8])[cH:7]1. Reactants: [Br-], COc1c(Br)cc(Cl)cc1CO, O=C([O-])O, CC1(C)CCCC(C)(C)N1O, ClCCl, [K+], [Na+], O. Product: COc1c(Br)cc(Cl)cc1C=O. Reactants: O (water), ClC=1C=C(C(=O)Cl)C=CC1C (3-chloro-4-methyl-benzoyl chloride), C(C)NCC (diethylamine), ClC=1C=C(C(=O)O)C=CC1C (3-chloro-4-methylbenzoic acid). Reagents/catalysts: CN(C=O)C (dimethylformamide). The solvent is O1CCCC1 (tetrahydrofuran), O1CCCC1 (tetrahydrofuran), S(=O)(Cl)Cl (thionyl chloride). Run at time 72 hour. The product is ClC=1C=C(C=CC1C(=O)N(CC)CC)C (3-chloro-N,N-diethyl-p-toluamide). Reaction SMILES: Cl[C:2]1[CH:3]=[C:4]([CH:8]=[CH:9][C:10]=1[CH3:11])[C:5]([OH:7])=O.[Cl:12]C1C=C(C=CC=1C)C(Cl)=O.[CH2:23]([NH:25][CH2:26][CH3:27])[CH3:24].O>S(Cl)(Cl)=O.CN(C)C=O.O1CCCC1>[Cl:12][C:8]1[CH:9]=[C:10]([CH3:11])[CH:2]=[CH:3][C:4]=1[C:5]([N:25]([CH2:26][CH3:27])[CH2:23][CH3:24])=[O:7]. Procedure: A mixture of 32.2 g (0.19 mol) of 3-chloro-4-methylbenzoic acid in 100 mL of thionyl chloride is treated with 2 drops of dimethylformamide and heated on a steam bath for one hour. The clear amber solution is evaporated in vacuo several times with anhydrous toluene to give a clear amber oily residue. After dilution to a volume of 125 mL with anhydrous tetrahydrofuran, the 3-chloro-4-methyl-benzoyl chloride is added dropwise to a stirred solution of 43.3 mL (0.418 mol) of diethylamine in 300 mL an... The reactants are CCN=C=NCCCN(C)C.Cl (EDCI.HCl), C=1C=CC2=C(C1)N=NN2O (HOBt), CCN(C(C)C)C(C)C (DIPEA), O=C1N(C=CC=C1)C1=CC=C(C=C1)NC(CC(=O)O)=O (N-[4-(2-oxo-2H-pyridin-1-yl)-phenyl]-malonamic acid), Cl.BrC1=C(C=CC=C1)C(=O)N1CCNCC1 ((2-bromo-phenyl)-piperazin-1-yl-methanone hydrochloride). Run in CN(C)C=O (DMF), O (water). Reaction conditions: temperature 0 celsius, time 8 hour. The product is BrC1=C(C(=O)N2CCN(CC2)C(CC(=O)NC2=CC=C(C=C2)N2C(C=CC=C2)=O)=O)C=CC=C1 (3-[4-(2-bromo-benzoyl)-piperazin-1-yl]-3-oxo-N-[4-(2-oxo-2H-pyridin-1-yl)-phenyl]-propionamide). The yield is 62.5%. Reaction SMILES: C1C=CC2N(O)N=NC=2C=1.CCN(C(C)C)C(C)C.[O:20]=[C:21]1[CH:26]=[CH:25][CH:24]=[CH:23][N:22]1[C:27]1[CH:32]=[CH:31][C:30]([NH:33][C:34](=[O:39])[CH2:35][C:36]([OH:38])=O)=[CH:29][CH:28]=1.CCN=C=NCCCN(C)C.Cl.Cl.[Br:53][C:54]1[CH:59]=[CH:58][CH:57]=[CH:56][C:55]=1[C:60]([N:62]1[CH2:67][CH2:66][NH:65][CH2:64][CH2:63]1)=[O:61]>CN(C=O)C.O>[Br:53][C:54]1[CH:59]=[CH:58][CH:57]=[CH:56][C:55]=1[C:60]([N:62]1[CH2:63][CH2:64][N:65]([C:36](=[O:38])[CH2:35][C:34]([NH:33][C:30]2[CH:29]=[CH:28][C:27]([N:22]3[CH:23]=[CH:24][CH:25]=[CH:26][C:21]3=[O:20])=[CH:32][CH:31]=2)=[O:39])[CH2:66][CH2:67]1)=[O:61] |f:3.4,5.6|. Procedure details: HOBt (75 mg, 0.55 mmol) and DIPEA (213 mg, 1.65 mmol) were added to a stirred solution of N-[4-(2-oxo-2H-pyridin-1-yl)-phenyl]-malonamic acid (150 mg, 0.55 mmol) in DMF (2.0 mL). The reaction mixture was cooled to 0° C. and EDCI.HCl (126 mg, 0.66 mmol) followed by (2-bromo-phenyl)-piperazin-1-yl-methanone hydrochloride (185 mg, 0.6 mmol) were added. The reaction mixture was stirred at room temperature overnight then diluted with water. The resulting precipitate was recrystallized from ethyl acet... Starting materials: CC(=CC(=O)Cl)C (3,3-dimethylacryloyl chloride), NC1=CC=CC=C1 (aniline), C([O-])(O)=O.[Na+] (sodium bicarbonate), C(C)(C)N(CC)C(C)C (diisopropylethylamine). Solvent: C(Cl)Cl (DCM). Reaction conditions: time 2 hour. The product is C1(=CC=CC=C1)NC(C=C(C)C)=O (3-methyl-but-2-enoic acid phenylamide). Reaction SMILES: [CH3:1][C:2]([CH3:7])=[CH:3][C:4](Cl)=[O:5].[NH2:8][C:9]1[CH:14]=[CH:13][CH:12]=[CH:11][CH:10]=1.C(N(C(C)C)CC)(C)C.C(=O)(O)[O-].[Na+]>C(Cl)Cl>[C:9]1([NH:8][C:4](=[O:5])[CH:3]=[C:2]([CH3:7])[CH3:1])[CH:14]=[CH:13][CH:12]=[CH:11][CH:10]=1 |f:3.4|. Reported procedure: To 3,3-dimethylacryloyl chloride (4.8 mL, 43.2 mmol) in dry DCM (100 mL), was added aniline (4.02 g, 43.2 mmol) followed by diisopropylethylamine (14.28 mL, 86.4 mmol). The mixture was stirred at ambient temperature for 2 hrs. Saturated sodium bicarbonate was added to quench the reaction. The organic layer was separated and washed with sat NaHCO3 (50 mL) and water (50 mL×2). The resulting solution was dried over MgSO4 and the filtrate evaporated to afford 3-methyl-but-2-enoic acid phenylamide as...